This data is from the Open Reaction Database (ORD), a public repository of structured organic reaction records. The task is: describe an organic reaction: reactants, conditions, products, and yield Starting materials: C(C)(C)(C)OC(NC(C(C)(C)C)C(NC1C(CC2=CC=CC=C12)O)=O)=O ([1-(2-Hydroxy-indan-1-ylcarbamoyl)-2,2-dimethyl-propyl]-carbamic acid tert.butyl ester), C1(=CC=CC=C1)C (toluene). Solvent: C(Cl)Cl.C(=O)(C(F)(F)F)O (DCM TFA). Yields the product NC(C(=O)NC1C(CC2=CC=CC=C12)O)C(C)(C)C (2-Amino-N-(2-hydroxy-indan-1-yl)-3,3-dimethyl butyramide). RXN SMILES: C(OC(=O)[NH:7][CH:8]([C:13](=[O:25])[NH:14][CH:15]1[C:23]2[C:18](=[CH:19][CH:20]=[CH:21][CH:22]=2)[CH2:17][CH:16]1[OH:24])[C:9]([CH3:12])([CH3:11])[CH3:10])(C)(C)C.C1(C)C=CC=CC=1>C(Cl)Cl.C(O)(C(F)(F)F)=O>[NH2:7][CH:8]([C:9]([CH3:12])([CH3:11])[CH3:10])[C:13]([NH:14][CH:15]1[C:23]2[C:18](=[CH:19][CH:20]=[CH:21][CH:22]=2)[CH2:17][CH:16]1[OH:24])=[O:25] |f:2.3|. Procedure: Compound 61 was kept in DCM-TFA 2:1 (2 mL) for 60 min at RT. The solution was co-evaporated with toluene to dryness. The reactants are CC(C)(C)OC(=O)NCCc1ccc(N2CC(=O)N(CC[Si](C)(C)C)S2(=O)=O)c(OCc2ccccc2)c1, ClCCl, O=C(O)C(F)(F)F. Yields the product O=C(O)C(F)(F)F, C[Si](C)(C)CCN1C(=O)CN(c2ccc(CCN)cc2OCc2ccccc2)S1(=O)=O. RXN SMILES: [C:1]([O:2][C:3](=[O:4])[NH:7][CH2:8][CH2:9][c:10]1[cH:11][c:12]([O:30][CH2:31][c:32]2[cH:33][cH:34][cH:35][cH:36][cH:37]2)[c:13]([N:16]2[S:17](=[O:28])(=[O:29])[N:18]([CH2:22][CH2:23][Si:24]([CH3:25])([CH3:26])[CH3:27])[C:19](=[O:21])[CH2:20]2)[cH:14][cH:15]1)([CH3:5])([CH3:6])[CH3:38].[Cl:46][CH2:47][Cl:48].[F:39][C:40]([C:41](=[O:42])[OH:43])([F:44])[F:45]>>[F:39][C:40]([C:41](=[O:42])[OH:43])([F:44])[F:45].[NH2:7][CH2:8][CH2:9][c:10]1[cH:11][c:12]([O:30][CH2:31][c:32]2[cH:33][cH:34][cH:35][cH:36][cH:37]2)[c:13]([N:16]2[S:17](=[O:28])(=[O:29])[N:18]([CH2:22][CH2:23][Si:24]([CH3:25])([CH3:26])[CH3:27])[C:19](=[O:21])[CH2:20]2)[cH:14][cH:15]1. RXN SMILES: [CH3:41][S:42]([Cl:43])(=[O:44])=[O:45].[NH2:1][c:2]1[c:3]2[c:4]([n:5][cH:6][n:7]1)[n:8]([CH2:32][CH2:33][OH:34])[n:9][c:10]2-[c:11]1[cH:12][c:13]([O:30][CH3:31])[c:14]([NH:17][C:18](=[O:19])[c:20]2[n:21]([CH3:29])[c:22]3[cH:23][cH:24][cH:25][cH:26][c:27]3[cH:28]2)[cH:15][cH:16]1.[OH2:46].[cH:35]1[cH:36][cH:37][n:38][cH:39][cH:40]1>>[NH2:1][c:2]1[c:3]2[c:4]([n:5][cH:6][n:7]1)[n:8]([CH2:32][CH2:33][O:34][S:42]([CH3:41])(=[O:44])=[O:45])[n:9][c:10]2-[c:11]1[cH:12][c:13]([O:30][CH3:31])[c:14]([NH:17][C:18](=[O:19])[c:20]2[n:21]([CH3:29])[c:22]3[cH:23][cH:24][cH:25][cH:26][c:27]3[cH:28]2)[cH:15][cH:16]1. The product is COc1cc(-c2nn(CCOS(C)(=O)=O)c3ncnc(N)c23)ccc1NC(=O)c1cc2ccccc2n1C. Starting materials: CS(=O)(=O)Cl, COc1cc(-c2nn(CCO)c3ncnc(N)c23)ccc1NC(=O)c1cc2ccccc2n1C, O, c1ccncc1. Starting materials: COC(=O)COC(=O)c1ccccc1C1(Cl)CC(F)=C(N)S1, [Ca+2], S=C(Cl)Cl, ClCCl, O=C([O-])[O-], O=C=O, O. The product is COC(=O)COC(=O)c1ccccc1C1(Cl)CC(F)=C(N=C=S)S1. As a reaction SMILES: [CH3:1][O:2][C:3](=[O:4])[CH2:5][O:6][C:7]([c:8]1[cH:9][cH:10][cH:11][cH:12][c:13]1[C:14]1([Cl:21])[S:15][C:16]([NH2:20])=[C:17]([F:19])[CH2:18]1)=[O:22].[Ca+2:23].[Cl:28][C:29]([Cl:30])=[S:31].[Cl:35][CH2:36][Cl:37].[O-:24][C:25](=[O:26])[O-:27].[O:32]=[C:33]=[O:34].[OH2:38]>>[CH3:1][O:2][C:3](=[O:4])[CH2:5][O:6][C:7]([c:8]1[cH:9][cH:10][cH:11][cH:12][c:13]1[C:14]1([Cl:21])[S:15][C:16]([N:20]=[C:29]=[S:31])=[C:17]([F:19])[CH2:18]1)=[O:22]. Starting materials: COC1=CC=C2C=CC(=NC2=N1)N1C(C2=CC=CC=C2C1=O)OCC(=O)O ([2-(7-methoxy-1,8-naphthyridin-2-yl)-3-oxo-1-isoindolinyloxy]acetic acid), N,N'-carbonyldiimidazole, O1CCOC12CCNCC2 (1,4-dioxa-8-azaspiro[4.5]decane). The solvent is CN(C=O)C (dimethylformamide). Product: COC1=CC=C2C=CC(=NC2=N1)N1C(C2=CC=CC=C2C1OCC(=O)N1CCC2C(C1)OCCO2)=O (2-(7-methoxy-1,8-naphthyridin-2-yl)-3-[2-(4-ethylenedioxypiperidino)-2-oxoethoxy]-1-isoindolinone). The yield is 81.7%. As a reaction SMILES: [CH3:1][O:2][C:3]1[N:12]=[C:11]2[C:6]([CH:7]=[CH:8][C:9]([N:13]3[C:21](=[O:22])[C:20]4[C:15](=[CH:16][CH:17]=[CH:18][CH:19]=4)[CH:14]3[O:23][CH2:24][C:25]([OH:27])=O)=[N:10]2)=[CH:5][CH:4]=1.[O:28]1[C:32]2([CH2:37][CH2:36][NH:35][CH2:34][CH2:33]2)[O:31][CH2:30][CH2:29]1>CN(C)C=O>[CH3:1][O:2][C:3]1[N:12]=[C:11]2[C:6]([CH:7]=[CH:8][C:9]([N:13]3[CH:14]([O:23][CH2:24][C:25]([N:35]4[CH2:36][CH:37]5[O:28][CH2:29][CH2:30][O:31][CH:32]5[CH2:33][CH2:34]4)=[O:27])[C:15]4[C:20](=[CH:19][CH:18]=[CH:17][CH:16]=4)[C:21]3=[O:22])=[N:10]2)=[CH:5][CH:4]=1. Procedure: The procedure is as in Example 44, but starting with [2-(7-methoxy-1,8-naphthyridin-2-yl)-3-oxo-1-isoindolinyloxy]acetic acid (3 g) in anhydrous dimethylformamide (65 cc), N,N'-carbonyldiimidazole (1.35 g) and 1,4-dioxa-8-azaspiro[4.5]decane (1 g). After two successive recrystallizations in carbon tetrachloride and isopropyl ether, 2-(7-methoxy-1,8-naphthyridin-2-yl)-3-[2-(4-ethylenedioxypiperidino)-2-oxoethoxy]-1-isoindolinone (2.8 g), m.p. 137° C., is obtained. Reactants: Cl.C(C1=CC=CC=C1)OC=1C=C(C=CC1OC)C1=NC(=NN1)C1=CC(=CC=C1)CN1CCCC1 (5-(3-benzyloxy-4-methoxy-phenyl)-3-(3-pyrrolidin-1-ylmethyl-phenyl)-1H-[1,2,4]triazole hydrochloride). Reagents/catalysts: [Pd] (Pd/C). The solvent is C(C)O (ethanol). Yields the product Cl.COC1=C(C=C(C=C1)C=1NN=C(N1)C1=CC(=CC=C1)CN1CCCC1)O (2-Methoxy-5-[5-(3-pyrrolidin-1-ylmethyl-phenyl)-2H-[1,2,4]triazol-3-yl]-phenol hydrochloride). Yield: 63.0%. Reaction SMILES: [ClH:1].C([O:9][C:10]1[CH:11]=[C:12]([C:18]2[NH:22][N:21]=[C:20]([C:23]3[CH:28]=[CH:27][CH:26]=[C:25]([CH2:29][N:30]4[CH2:34][CH2:33][CH2:32][CH2:31]4)[CH:24]=3)[N:19]=2)[CH:13]=[CH:14][C:15]=1[O:16][CH3:17])C1C=CC=CC=1>C(O)C.[Pd]>[ClH:1].[CH3:17][O:16][C:15]1[CH:14]=[CH:13][C:12]([C:18]2[NH:22][N:21]=[C:20]([C:23]3[CH:28]=[CH:27][CH:26]=[C:25]([CH2:29][N:30]4[CH2:34][CH2:33][CH2:32][CH2:31]4)[CH:24]=3)[N:19]=2)=[CH:11][C:10]=1[OH:9] |f:0.1,4.5|. Reported procedure: A solution of 5-(3-benzyloxy-4-methoxy-phenyl)-3-(3-pyrrolidin-1-ylmethyl-phenyl)-1H-[1,2,4]triazole hydrochloride (1:1) (300 mg, 0.63 mmol) in ethanol (80 ml) was hydrogenated (1 atm H2) with Pd/C (10%, 50 mg) at 20° C. overnight. The catalyst was filtered off, the solvent volume was reduced to ca. 5 ml and the resulting product recrystallized. After drying under high vaccum at 40° C. for 8 hrs. the title compound was obtained (152 mg, 63% yield) as a light yellow solid. MS: m/e=351.4 (M+H+). Reactants: ( 2 ), C[C@@H](CCCCCC)OC1=CC=C(C=C1)C(=O)OC1=CC=C(C=C1)OCC1=CC=CC=C1 ((S)-4-[4′-(1″-methylheptyloxy)phenylcarbonyloxy)-1-benzyloxybenzene). Reagents/catalysts: [Pd] (palladium/carbon). Run in C(C)(=O)OCC (ethyl acetate). Conditions: time 6 hour. Product: C[C@@H](CCCCCC)OC1=CC=C(C=C1)C(=O)OC1=CC=C(C=C1)O ((S)-4-[4′-(1″-methylheptyloxy)phenylcarbonyloxy)phenol). The yield is 63.2%. As a reaction SMILES: [CH3:1][C@H:2]([O:9][C:10]1[CH:15]=[CH:14][C:13]([C:16]([O:18][C:19]2[CH:24]=[CH:23][C:22]([O:25]CC3C=CC=CC=3)=[CH:21][CH:20]=2)=[O:17])=[CH:12][CH:11]=1)[CH2:3][CH2:4][CH2:5][CH2:6][CH2:7][CH3:8]>[Pd].C(OCC)(=O)C>[CH3:1][C@H:2]([O:9][C:10]1[CH:15]=[CH:14][C:13]([C:16]([O:18][C:19]2[CH:20]=[CH:21][C:22]([OH:25])=[CH:23][CH:24]=2)=[O:17])=[CH:12][CH:11]=1)[CH2:3][CH2:4][CH2:5][CH2:6][CH2:7][CH3:8]. Procedure: {circle around (2)}: A mixture comprising 2.2 g of (S)-4-[4′-(1″-methylheptyloxy)phenylcarbonyloxy)-1-benzyloxybenzene, 0.2 g of palladium/carbon and 10 g of ethyl acetate was stirred for 6 hours under hydrogen atmosphere. Then, palladium/carbon was filtered off, followed by distilling off ethyl acetate from the filtrate. The resultant residue was recrystallized from hexane, whereby 1.1 g of (S)-4-[4′-(1″-methylheptyloxy)phenylcarbonyloxy)phenol was obtained in the form of a colorless crystal. Reactants: SC=1N(C=CN1)C (2-mercapto-1-methylimidazole), FC1=C(C=CC=C1)[N+](=O)[O-] (1-fluoro-2-nitrobenzene), [H-].[Na+] (sodium hydride), [Cl-].[Na+] (sodium chloride), [H][H] (hydrogen). Run in CN(C=O)C (N,N-dimethylformamide), CN(C=O)C (N,N-dimethylformamide), CN(C=O)C (N,N-dimethylformamide). Conditions: time 0.5 hour. Product: CN1C(=NC=C1)SC1=C(C=CC=C1)[N+](=O)[O-] (1-Methyl-2-[(2-nitrophenyl)thio]-1H-imidazole). Yield: 74.4%. RXN SMILES: [H-].[Na+].[SH:3][C:4]1[N:5]([CH3:9])[CH:6]=[CH:7][N:8]=1.[H][H].F[C:13]1[CH:18]=[CH:17][CH:16]=[CH:15][C:14]=1[N+:19]([O-:21])=[O:20].[Cl-].[Na+]>CN(C)C=O>[CH3:9][N:5]1[CH:6]=[CH:7][N:8]=[C:4]1[S:3][C:13]1[CH:18]=[CH:17][CH:16]=[CH:15][C:14]=1[N+:19]([O-:21])=[O:20] |f:0.1,5.6|. Procedure: To a slurry of 0.8 g (20 mmoles) of sodium hydride (60% dispersion in mineral oil) in 10 ml of N,N-dimethylformamide, stirred in an ice bath, and under a nitrogen atmosphere, was added dropwise a solution of 2.28 g (20 mmoles) of 2-mercapto-1-methylimidazole in 5 ml of N,N-dimethylformamide. After the evolution of hydrogen gas had ceased, the ice bath was removed and the reaction mixture stirred at room temperature for 0.5 hours. To the reaction was added, dropwise, a solution of 2.82 g (20 mmol... Starting materials: C(CCC)N (n-butylamine), CC1=CN(C(=O)NC1=O)[C@H]2C=C[C@H](O2)COC(=O)C3=CC=CC=C3 (5'-benzoyl-d4T), CN1C(CCC1)=O (N-methylpyrrolidinone). The solvent is C(C)(=O)OCCCC (n-butyl acetate). Run at temperature 70 celsius, time 30 minute. Product: [C@@H]1(C=C[C@@H](CO)O1)N1C(=O)NC(=O)C(C)=C1.CN1C(CCC1)=O (2',3'-Didehydro-3'-deoxythymidine N-methylpyrrolidinone). As a reaction SMILES: C(N)CCC.[CH3:6][C:7]1[C:13](=[O:14])[NH:12][C:10](=[O:11])[N:9]([C@@H:15]2[O:19][C@H:18]([CH2:20][O:21]C(C3C=CC=CC=3)=O)[CH:17]=[CH:16]2)[CH:8]=1.[CH3:30][N:31]1[CH2:35][CH2:34][CH2:33][C:32]1=[O:36]>C(OCCCC)(=O)C>[C@@H:15]1([N:9]2[CH:8]=[C:7]([CH3:6])[C:13](=[O:14])[NH:12][C:10]2=[O:11])[O:19][C@H:18]([CH2:20][OH:21])[CH:17]=[CH:16]1.[CH3:30][N:31]1[CH2:35][CH2:34][CH2:33][C:32]1=[O:36] |f:4.5|. Procedure: To n-butylamine (133 ml) was added 5'-benzoyl-d4T (7', 70.0 g). The reaction was heated at 70° C. for six hours. After cooling to 20°-25° C., N-methylpyrrolidinone (NMPO, 41.3 ml) and n-butyl acetate (350 ml) were added. Excess n-butylamine (~112.4 ml) along with 175 ml of n-butyl acetate was removed via vacuum distillation at 50° C. The resulting slurry was cooled to 20°-25° C. over one hour and stirred for 30 minutes. The slurry was then cooled to -10° to -15° C. and stirred for 1.5 hours. The...